This data is from the Open Reaction Database (ORD), a public repository of structured organic reaction records. The task is: describe an organic reaction: reactants, conditions, products, and yield The reactants are CNC(=O)OC1CC(C(=O)O)N(C(=O)OCc2ccccc2)C1, CN(C)C(=O)Cl, ClC(Cl)Cl. Product: CN(C)C(=O)OC1CC(C(=O)O)N(C(=O)OCc2ccccc2)C1. RXN SMILES: [C:1](=[O:2])([O:3][CH2:4][c:5]1[cH:6][cH:7][cH:8][cH:9][cH:10]1)[N:11]1[CH:12]([C:13](=[O:14])[OH:15])[CH2:16][CH:17]([O:19][C:20](=[O:21])[NH:22][CH3:23])[CH2:18]1.[CH3:24][N:25]([CH3:26])[C:27]([Cl:28])=[O:29].[CH:30]([Cl:31])([Cl:32])[Cl:33]>>[C:1](=[O:2])([O:3][CH2:4][c:5]1[cH:6][cH:7][cH:8][cH:9][cH:10]1)[N:11]1[CH:12]([C:13](=[O:14])[OH:15])[CH2:16][CH:17]([O:19][C:20](=[O:21])[N:22]([CH3:23])[CH3:24])[CH2:18]1.